describe an organic reaction: reactants, conditions, products, and yield From a dataset of the Open Reaction Database (ORD), a public repository of structured organic reaction records. The reactants are O=C([O-])[O-], CN(C)C=O, COc1cc2c(Oc3cc4ccccc4nc3C)ccnc2cc1OCCCl, [K+], [K+], OCC1CCCNC1, O. The product is COc1cc2c(Oc3cc4ccccc4nc3C)ccnc2cc1OCCN1CCCC(CO)C1. Reaction SMILES: [C:34](=[O:35])([O-:36])[O-:37].[CH3:1][N:2]([CH3:3])[CH:4]=[O:5].[Cl:6][CH2:7][CH2:8][O:9][c:10]1[c:11]([O:32][CH3:33])[cH:12][c:13]2[c:14]([O:20][c:21]3[c:22]([CH3:31])[n:23][c:24]4[cH:25][cH:26][cH:27][cH:28][c:29]4[cH:30]3)[cH:15][cH:16][n:17][c:18]2[cH:19]1.[K+:38].[K+:39].[NH:40]1[CH2:41][CH:42]([CH2:46][OH:47])[CH2:43][CH2:44][CH2:45]1.[OH2:48]>>[CH2:7]([CH2:8][O:9][c:10]1[c:11]([O:32][CH3:33])[cH:12][c:13]2[c:14]([O:20][c:21]3[c:22]([CH3:31])[n:23][c:24]4[cH:25][cH:26][cH:27][cH:28][c:29]4[cH:30]3)[cH:15][cH:16][n:17][c:18]2[cH:19]1)[N:40]1[CH2:41][CH:42]([CH2:46][OH:47])[CH2:43][CH2:44][CH2:45]1. Reactants: Cl.Cl.N12C[C@@H](C(CC1)CC2)N ((R)-1-azabicyclo[2.2.2]oct-3-ylamine dihydrochloride), ClC1=CC=C(C=C1)C1=CC=C(O1)C(=O)O (5-(4-chlorophenyl)furoic acid). Product: N12C[C@@H](C(CC1)CC2)NC(=O)C=2OC(=CC2)C2=CC=C(C=C2)Cl ((R)-N-(1-Azabicyclo[2.2.2]oct-3-yl)(5-(4-chlorophenyl)furan-2-carboxamide)). RXN SMILES: Cl.Cl.[N:3]12[CH2:10][CH2:9][CH:6]([CH2:7][CH2:8]1)[C@@H:5]([NH2:11])[CH2:4]2.[Cl:12][C:13]1[CH:18]=[CH:17][C:16]([C:19]2[O:23][C:22]([C:24](O)=[O:25])=[CH:21][CH:20]=2)=[CH:15][CH:14]=1>>[N:3]12[CH2:10][CH2:9][CH:6]([CH2:7][CH2:8]1)[C@@H:5]([NH:11][C:24]([C:22]1[O:23][C:19]([C:16]3[CH:17]=[CH:18][C:13]([Cl:12])=[CH:14][CH:15]=3)=[CH:20][CH:21]=1)=[O:25])[CH2:4]2 |f:0.1.2|. Procedure details: Prepared by a method analogous to that described in Example 1 from (R)-1-azabicyclo[2.2.2]oct-3-ylamine dihydrochloride and 5-(4-chlorophenyl)furoic acid; the compound was purified by chromatography on silica gel using ammoniated methanol/chloroform mixtures as the eluent; MS (ES+) 331, 333 (MH+). The reactants are O=C([O-])[O-], CO, CCc1cc(CCC2(C3CCCC3)CC(=O)CC(=O)O2)ccc1OC(C)=O, [K+], [K+]. Yields the product CCc1cc(CCC2(C3CCCC3)CC(=O)CC(=O)O2)ccc1O. As a reaction SMILES: [C:28](=[O:29])([O-:30])[O-:31].[CH3:34][OH:35].[CH:1]1([C:6]2([CH2:14][CH2:15][c:16]3[cH:17][c:18]([CH2:26][CH3:27])[c:19]([O:22][C:23](=[O:24])[CH3:25])[cH:20][cH:21]3)[O:7][C:8](=[O:13])[CH2:9][C:10](=[O:12])[CH2:11]2)[CH2:2][CH2:3][CH2:4][CH2:5]1.[K+:32].[K+:33]>>[CH:1]1([C:6]2([CH2:14][CH2:15][c:16]3[cH:17][c:18]([CH2:26][CH3:27])[c:19]([OH:22])[cH:20][cH:21]3)[O:7][C:8](=[O:13])[CH2:9][C:10](=[O:12])[CH2:11]2)[CH2:2][CH2:3][CH2:4][CH2:5]1. The reactants are COC1=C(C2=CC=C(C=C2C=C1)C1=CC(=CC=C1)OC)C(=O)O (2-methoxy-6-(3-methoxyphenyl)-1-naphthoic acid), CN (methylamine). Product: COC1=C(C2=CC=C(C=C2C=C1)C1=CC(=CC=C1)OC)C(=O)NC (2-Methoxy-6-(3-methoxyphenyl)-N-methyl-1-naphthamide). As a reaction SMILES: [CH3:1][O:2][C:3]1[CH:12]=[CH:11][C:10]2[C:5](=[CH:6][CH:7]=[C:8]([C:13]3[CH:18]=[CH:17][CH:16]=[C:15]([O:19][CH3:20])[CH:14]=3)[CH:9]=2)[C:4]=1[C:21]([OH:23])=O.[CH3:24][NH2:25]>>[CH3:1][O:2][C:3]1[CH:12]=[CH:11][C:10]2[C:5](=[CH:6][CH:7]=[C:8]([C:13]3[CH:18]=[CH:17][CH:16]=[C:15]([O:19][CH3:20])[CH:14]=3)[CH:9]=2)[C:4]=1[C:21]([NH:25][CH3:24])=[O:23]. Procedure: The compound was prepared by reaction of 2-methoxy-6-(3-methoxyphenyl)-1-naphthoic acid (300 mg, 0.97 mmol, 1 eq) with 33% methylamine (1 eq) according to method D. Purification by column chromatography was not necessary. The desired compound was obtained in quantitative yield (311 mg). Starting materials: FC(C1=CC=C2C3=C(NC2=C1)SCCC3CN(C)C(=O)OC(C)(C)C)(F)F (7-trifluoromethyl-4-(N-t-butoxycarbonyl-N-methylaminomethyl)-2,3,4,9-tetrahydrothiopyrano[2,3-b]indole), BrCCCCl (3-bromopropyl chloride). Yields the product ClCCCN1C2=C(C3=CC=C(C=C13)C(F)(F)F)C(CCS2)CNC (9-(3-chloropropyl)-7-trifluoromethyl-4-methylaminomethyl-2,3,4,9-tetrahydrothiopyrano[2,3-b]indole). Reaction SMILES: [F:1][C:2]([F:27])([F:26])[C:3]1[CH:11]=[C:10]2[C:6]([C:7]3[CH:15]([CH2:16][N:17]([C:19](OC(C)(C)C)=O)C)[CH2:14][CH2:13][S:12][C:8]=3[NH:9]2)=[CH:5][CH:4]=1.Br[CH2:29][CH2:30][CH2:31][Cl:32]>>[Cl:32][CH2:31][CH2:30][CH2:29][N:9]1[C:10]2[C:6](=[CH:5][CH:4]=[C:3]([C:2]([F:26])([F:27])[F:1])[CH:11]=2)[C:7]2[CH:15]([CH2:16][NH:17][CH3:19])[CH2:14][CH2:13][S:12][C:8]1=2. Procedure details: By the same procedure as in Example 39(2), 7-trifluoromethyl-4-(N-t-butoxycarbonyl-N-methylaminomethyl)-2,3,4,9-tetrahydrothiopyrano[2,3-b]indole (1.5 g) is made to react with 3-bromopropyl chloride followed by the reaction to remove the butoxycarbonyl group to give 9-(3-chloropropyl)-7-trifluoromethyl-4-methylaminomethyl-2,3,4,9-tetrahydrothiopyrano[2,3-b]indole. Ethanol (15 ml) and a 50% aqueous solution of dimethylamine are added to the product. The solution is heated at 90°-95° C. in a seale... Reactants: C([O-])([O-])=O.[K+].[K+] (potassium carbonate), CI (methyl iodide), COCOC1=CC=C2C(C(COC2=C1)C1=CC=C(C=C1)OCOC)=O (7-Methoxymethoxy-3-(4-methoxymethoxyphenyl)chroman-4-one), CCCCCC.C(C)(=O)OCC (n-hexane ethyl acetate). Solvent: CC(=O)C (acetone), C(C)(=O)OCC (ethyl acetate). Reaction conditions: time 5 day. The product is COCOC1=CC=C2C(C(COC2=C1)(C)C1=CC=C(C=C1)OCOC)=O (7-Methoxymethoxy-3-(4-methoxymethoxyphenyl)-3-methylchroman-4-one). Yield: 82.2%. As a reaction SMILES: [CH3:1][O:2][CH2:3][O:4][C:5]1[CH:14]=[C:13]2[C:8]([C:9](=[O:25])[CH:10]([C:15]3[CH:20]=[CH:19][C:18]([O:21][CH2:22][O:23][CH3:24])=[CH:17][CH:16]=3)[CH2:11][O:12]2)=[CH:7][CH:6]=1.[C:26](=O)([O-])[O-].[K+].[K+].CI.CCCCCC.C(OCC)(=O)C>CC(C)=O.C(OCC)(=O)C>[CH3:1][O:2][CH2:3][O:4][C:5]1[CH:14]=[C:13]2[C:8]([C:9](=[O:25])[C:10]([C:15]3[CH:20]=[CH:19][C:18]([O:21][CH2:22][O:23][CH3:24])=[CH:17][CH:16]=3)([CH3:26])[CH2:11][O:12]2)=[CH:7][CH:6]=1 |f:1.2.3,5.6|. Procedure: 7-Methoxymethoxy-3-(4-methoxymethoxyphenyl)chroman-4-one(57.4 g, 0.167 mol) (see, Helv. Chim. Acta., 75, 2, 1992, 457-470) was dissolved in acetone(1100 ml), potassium carbonate(230 g, 1.67 mol) and methyl iodide(104 ml, 1.67 mol) were added thereto in order, and the resulting mixture was stirred for 5 days at room temperature. The reaction mixture was diluted with ethyl acetate and washed with water. The organic layer thus obtained was dried over magnesium sulfate, filtered, and concentrated un... Reactants: C(C)(=O)OCC (ethyl acetate), saturated aqueous solution, C([O-])(O)=O.[Na+] (sodium bicarbonate), C(C)(C)OC1=CC(=C(C=C1)N1N=C(C(NC1=O)=O)C(=O)O)F (2-(4-isopropoxy-2-fluorophenyl)-1,2,4-triazine-3,5-dion-6-carboxylic acid). The solvent is SCC(=O)O (mercaptoacetic acid). Product: C(C)(C)OC1=CC(=C(C=C1)N1N=CC(NC1=O)=O)F (2-(4-isopropoxy-2-fluorophenyl)-1,2,4-triazine-3,5-dione). As a reaction SMILES: [CH:1]([O:4][C:5]1[CH:10]=[CH:9][C:8]([N:11]2[C:16](=[O:17])[NH:15][C:14](=[O:18])[C:13](C(O)=O)=[N:12]2)=[C:7]([F:22])[CH:6]=1)([CH3:3])[CH3:2].C(=O)(O)[O-].[Na+].C(OCC)(=O)C>SCC(O)=O>[CH:1]([O:4][C:5]1[CH:10]=[CH:9][C:8]([N:11]2[C:16](=[O:17])[NH:15][C:14](=[O:18])[CH:13]=[N:12]2)=[C:7]([F:22])[CH:6]=1)([CH3:3])[CH3:2] |f:1.2|. Procedure details: A solution of 4.70 g 0.0152 mole) of 2-(4-isopropoxy-2-fluorophenyl)-1,2,4-triazine-3,5-dion-6-carboxylic acid in 5 mL of mercaptoacetic acid was heated at 140°-145° C. for two hours under a nitrogen atmosphere. After this mixture had cooled, it was poured into 250 mL of a saturated aqueous solution of sodium bicarbonate with vigorous stirring. An equal volume of ethyl acetate was added to this mixture, and the resulting layers were separated. The organic layer was washed twice with 150 mL of a ...